The task is: describe an organic reaction: reactants, conditions, products, and yield. This data is from the Open Reaction Database (ORD), a public repository of structured organic reaction records. Reactants: C(C)OC(C(CC(=O)C1COC2=CC=CC=C2C1=O)=O)=O (4-(4-chromanone-3-yl)-2,4-dioxobutyric acid ethyl ester), Cl (hydrogen chloride). The solvent is CO (methanol). The product is COC(=O)C1=CC(C2=C(O1)C1=C(OC2)C=CC=C1)=O (4-Oxo-4H, 5H-[1]benzopyrano [4,3-b]pyran-2-carboxylic Acid Methyl Ester). Reaction SMILES: [CH2:1]([O:3][C:4](=[O:21])[C:5](=[O:20])[CH2:6][C:7]([CH:9]1[C:18](=O)[C:17]2[C:12](=[CH:13][CH:14]=[CH:15][CH:16]=2)[O:11][CH2:10]1)=[O:8])C.Cl>CO>[CH3:1][O:3][C:4]([C:5]1[O:20][C:18]2[C:17]3[CH:16]=[CH:15][CH:14]=[CH:13][C:12]=3[O:11][CH2:10][C:9]=2[C:7](=[O:8])[CH:6]=1)=[O:21]. Reported procedure: A solution of 3-acetyl-4-chromanone (1.8 g, 9.5 mmoles, described in Example 5) in dry tetrahydrofuran (20 ml) is added dropwise to a suspension of 57% sodium hydride (1.17 g, 28.5 mmoles) in tetrahydrofuran (30 ml) and the mixture is heated at reflux temperature for 15 min. A solution of diethyl oxalate (1.39 g, 9.5 mmoles) is added dropwise under an atmosphere of nitrogen. The reaction mixture is heated at reflux temperature overnight and cooled to -40° C. A solution of 50% aqueous acetic acid... The reactants are CC#N, Nc1ncccc1F, O=C1CCC(=O)N1Br. Yields the product Nc1ncc(Br)cc1F. As a reaction SMILES: [CH3:17][C:18]#[N:19].[F:1][c:2]1[c:3]([NH2:8])[n:4][cH:5][cH:6][cH:7]1.[O:9]=[C:10]1[N:11]([Br:16])[C:12](=[O:13])[CH2:14][CH2:15]1>>[F:1][c:2]1[c:3]([NH2:8])[n:4][cH:5][c:6]([Br:16])[cH:7]1.